Dataset: the Open Reaction Database (ORD), a public repository of structured organic reaction records. Task: describe an organic reaction: reactants, conditions, products, and yield The reactants are Cc1sccc1Br, C1CO1, C1CCOC1, [Li]CCCC, CCCCCC. Yields the product Cc1sccc1CCO. As a reaction SMILES: [Br:12][c:13]1[c:14]([CH3:18])[s:15][cH:16][cH:17]1.[CH2:19]1[CH2:20][O:21]1.[CH2:22]1[O:23][CH2:24][CH2:25][CH2:26]1.[CH3:1][CH2:2][CH2:3][CH2:4][Li:5].[CH3:6][CH2:7][CH2:8][CH2:9][CH2:10][CH3:11]>>[c:13]1([CH2:19][CH2:20][OH:21])[c:14]([CH3:18])[s:15][cH:16][cH:17]1. Reactants: C(#C)C=1C=NN2C1N=C(C=C2C(F)(F)F)C2=CC=C(C=C2)C(F)(F)F (3-ethynyl-7-trifluoromethyl-5-(4-trifluoromethyl-phenyl)-pyrazolo[1,5-a]pyrimidine), BrC=1C=C(C=CC1)S(=O)(=O)NCCO (3-Bromo-N-(2-hydroxy-ethyl)-benzenesulfonamide). Yields the product OCCNS(=O)(=O)C1=CC(=CC=C1)C#CC=1C=NN2C1N=C(C=C2C(F)(F)F)C2=CC=C(C=C2)C(F)(F)F (N-(2-Hydroxy-ethyl)-3-[7-trifluoromethyl-5-(4-trifluoromethyl-phenyl)-pyrazolo[1,5-a]pyrimidin-3-ylethynyl]-benzenesulfonamide), solid. Yield: 61.0%. As a reaction SMILES: [C:1]([C:3]1[CH:4]=[N:5][N:6]2[C:11]([C:12]([F:15])([F:14])[F:13])=[CH:10][C:9]([C:16]3[CH:21]=[CH:20][C:19]([C:22]([F:25])([F:24])[F:23])=[CH:18][CH:17]=3)=[N:8][C:7]=12)#[CH:2].Br[C:27]1[CH:28]=[C:29]([S:33]([NH:36][CH2:37][CH2:38][OH:39])(=[O:35])=[O:34])[CH:30]=[CH:31][CH:32]=1>>[OH:39][CH2:38][CH2:37][NH:36][S:33]([C:29]1[CH:30]=[CH:31][CH:32]=[C:27]([C:2]#[C:1][C:3]2[CH:4]=[N:5][N:6]3[C:11]([C:12]([F:14])([F:13])[F:15])=[CH:10][C:9]([C:16]4[CH:21]=[CH:20][C:19]([C:22]([F:25])([F:24])[F:23])=[CH:18][CH:17]=4)=[N:8][C:7]=23)[CH:28]=1)(=[O:35])=[O:34]. Procedure: The title compound was prepared from 3-ethynyl-7-trifluoromethyl-5-(4-trifluoromethyl-phenyl)-pyrazolo[1,5-a]pyrimidine (example C.1) (355 mg, 1.0 mmol) and 3-bromo-N-(2-hydroxy-ethyl)-benzenesulfonamide (example B.34) (252 mg, 1.0 mmol) according to general procedure II. Obtained as a yellow solid (340 mg, 61%). MS (ISP) 555.1 [(M+H)+]; mp 213° C.